Dataset: the Open Reaction Database (ORD), a public repository of structured organic reaction records. Task: describe an organic reaction: reactants, conditions, products, and yield Reactants: CCOC(C)=O, O=S(=O)(C=CCCc1ncc(F)cn1)N1CCN(c2ccc(Cl)cn2)CC1, O=S(=O)(C=CCCc1ncc(F)cn1)N1CCN(c2ccc(Cl)cn2)CC1, NO, C1CCOC1. The product is O=S(=O)(CC(CCc1ncc(F)cn1)NO)N1CCN(c2ccc(Cl)cn2)CC1. As a reaction SMILES: [CH3:62][CH2:63][O:64][C:65]([CH3:66])=[O:67].[Cl:1][c:2]1[cH:3][cH:4][c:5]([N:8]2[CH2:9][CH2:10][N:11]([S:14](=[O:15])(=[O:16])[CH:17]=[CH:18][CH2:19][CH2:20][c:21]3[n:22][cH:23][c:24]([F:27])[cH:25][n:26]3)[CH2:12][CH2:13]2)[n:6][cH:7]1.[Cl:28][c:29]1[cH:30][cH:31][c:32]([N:33]2[CH2:34][CH2:35][N:36]([S:37]([CH:38]=[CH:39][CH2:40][CH2:41][c:42]3[n:43][cH:44][c:45]([F:46])[cH:47][n:48]3)(=[O:49])=[O:50])[CH2:51][CH2:52]2)[n:53][cH:54]1.[NH2:55][OH:56].[O:57]1[CH2:58][CH2:59][CH2:60][CH2:61]1>>[Cl:1][c:2]1[cH:3][cH:4][c:5]([N:8]2[CH2:9][CH2:10][N:11]([S:14](=[O:15])(=[O:16])[CH2:17][CH:18]([CH2:19][CH2:20][c:21]3[n:22][cH:23][c:24]([F:27])[cH:25][n:26]3)[NH:55][OH:56])[CH2:12][CH2:13]2)[n:6][cH:7]1. The reactants are COC(C1=CC=C(C=C1)CC(C1=CC=C(C=C1)O)C(=O)O)=O (4-[2-carboxy-2-(4-hydroxy-phenyl)-ethyl]-benzoic acid methyl ester), acid chloride, IC1=CC=C(N)C=C1 (4-iodoaniline), C(C(=O)Cl)(=O)Cl (oxalylchloride). Run in C(Cl)Cl (CH2Cl2), C(Cl)Cl (CH2Cl2). Run at time 14 hour. The product is COC(C1=CC=C(C=C1)CC(C(NC1=CC=C(C=C1)I)=O)C1=CC=C(C=C1)O)=O (4-[2-(4-hydroxy-phenyl)-2-(4-iodo-phenyl-carbamoyl)-ethyl]-benzoic acid methyl ester). The yield is 63.8%. Reaction SMILES: [CH3:1][O:2][C:3](=[O:22])[C:4]1[CH:9]=[CH:8][C:7]([CH2:10][CH:11]([C:19]([OH:21])=O)[C:12]2[CH:17]=[CH:16][C:15]([OH:18])=[CH:14][CH:13]=2)=[CH:6][CH:5]=1.C(Cl)(=O)C(Cl)=O.[I:29][C:30]1[CH:36]=[CH:35][C:33]([NH2:34])=[CH:32][CH:31]=1>C(Cl)Cl>[CH3:1][O:2][C:3](=[O:22])[C:4]1[CH:5]=[CH:6][C:7]([CH2:10][CH:11]([C:12]2[CH:13]=[CH:14][C:15]([OH:18])=[CH:16][CH:17]=2)[C:19](=[O:21])[NH:34][C:33]2[CH:35]=[CH:36][C:30]([I:29])=[CH:31][CH:32]=2)=[CH:8][CH:9]=1. Reported procedure: To a stirred suspension of 4-[2-carboxy-2-(4-hydroxy-phenyl)-ethyl]-benzoic acid methyl ester (Step C, 1.5 g, 5.0 mmol) in anhydrous CH2Cl2 (10 mL), was added oxalylchloride (1.57 g, 12.5 mmol) at rt, the reaction mixture was stirred for 14 h. The reaction mixture was concentrated under reduced pressure and azeotroped with CH2Cl2 (2×10 mL) dried under vacuum for 3 h, The crude acid chloride (1.8 g, 5.66 mmol) was treated with 4-iodoaniline (1.48 g, 6.79 mmol) and N,N-diispropylethylamine (3.0 mL... Reactants: FC=1C=C(N)C=CC1 (3-fluoroaniline), C(C=C)(=O)O (acrylic acid). The solvent is O (water). Conditions: time 3 day. The product is FC=1C=C(C=CC1)NCCC(=O)O (3-[N-(3-fluorophenyl)]aminopropionic acid). The yield is 51.0%. As a reaction SMILES: [F:1][C:2]1[CH:3]=[C:4]([CH:6]=[CH:7][CH:8]=1)[NH2:5].[C:9]([OH:13])(=[O:12])[CH:10]=[CH2:11]>O>[F:1][C:2]1[CH:3]=[C:4]([NH:5][CH2:11][CH2:10][C:9]([OH:13])=[O:12])[CH:6]=[CH:7][CH:8]=1. Reported procedure: To 3-fluoroaniline (5.0 g), water (50 ml) and acrylic acid (3.6 g) were added and heated under reflux for 3 hours. After cooling to room temperature, the reaction mixture was stirred for 3 days and further heated under reflux for 7 hours. After cooling at room temperature, the solvent was distilled off under reduced pressure. To the resulting residue, 8M aqueous sodium hydroxide and chloroform were added to separate the aqueous layer. The separated aqueous layer was adjusted to pH 3 with 12M aqu... Reactants: CC#N, CC(C)(O)Cc1ccccc1, O=S(=O)(O)O, c1ccccc1. The product is CC1=NC(C)(C)Cc2ccccc21. Reaction SMILES: [CH3:17][C:18]#[N:19].[CH3:6][C:7]([CH2:8][c:9]1[cH:10][cH:11][cH:12][cH:13][cH:14]1)([CH3:15])[OH:16].[S:1](=[O:2])(=[O:3])([OH:4])[OH:5].[cH:20]1[cH:21][cH:22][cH:23][cH:24][cH:25]1>>[CH3:6][C:7]1([CH3:15])[CH2:8][c:9]2[cH:10][cH:11][cH:12][cH:13][c:14]2[C:18]([CH3:17])=[N:19]1. Reactants: BrCC(=O)OCC (ethyl bromoacetate), whereto, [H-].[Na+] (sodium hydride), COC1=CC=C(C=C1)C1SC2=C(NC(C1NC(=O)C1=CC3=CC=CC=C3C=C1)=O)C=CC=C2 (2-p-methoxyphenyl-3-(2-naphthalenecarboxamido)-2,3-dihydro-1,5-benzothiazepin-4(5H)-one). Run in CN(C=O)C (dimethylformamide), ( iv ), CN(C=O)C (dimethylformamide). Reaction conditions: time 30 minute. Product: COC1=CC=C(C=C1)C1SC2=C(N(C(C1NC(=O)C1=CC3=CC=CC=C3C=C1)=O)CC(=O)OCC)C=CC=C2 (ethyl 2-p-methoxyphenyl-3-(2-naphthalenecarboxamido)-4-oxo-2,3,4,5-tetrahydro-1,5-benzothiazepine-5acetate). Reaction SMILES: [CH3:1][O:2][C:3]1[CH:8]=[CH:7][C:6]([CH:9]2[CH:15]([NH:16][C:17]([C:19]3[CH:28]=[CH:27][C:26]4[C:21](=[CH:22][CH:23]=[CH:24][CH:25]=4)[CH:20]=3)=[O:18])[C:14](=[O:29])[NH:13][C:12]3[CH:30]=[CH:31][CH:32]=[CH:33][C:11]=3[S:10]2)=[CH:5][CH:4]=1.[H-].[Na+].Br[CH2:37][C:38]([O:40][CH2:41][CH3:42])=[O:39]>CN(C)C=O>[CH3:1][O:2][C:3]1[CH:4]=[CH:5][C:6]([CH:9]2[CH:15]([NH:16][C:17]([C:19]3[CH:28]=[CH:27][C:26]4[C:21](=[CH:22][CH:23]=[CH:24][CH:25]=4)[CH:20]=3)=[O:18])[C:14](=[O:29])[N:13]([CH2:37][C:38]([O:40][CH2:41][CH3:42])=[O:39])[C:12]3[CH:30]=[CH:31][CH:32]=[CH:33][C:11]=3[S:10]2)=[CH:7][CH:8]=1 |f:1.2|. Procedure details: In the same manner as in (iv) of Example 1, 1.5 g of 2-p-methoxyphenyl-3-(2-naphthalenecarboxamido)-2,3-dihydro-1,5-benzothiazepin-4(5H)-one is dissolved in 30 ml of dimethylformamide, whereto 0.145 g of 60% sodium hydride is added under ice-cooling. After the mixture is stirred at room temperature for 30 minutes, 5 ml of dimethylformamide containing 0.45 ml of ethyl bromoacetate is added dropwise. The mixture is stirred at room temperature for 3 hours, and then the reaction mixture is concentra... The reactants are C(C)=O (acetaldehyde), [OH-].[Na+] (sodium hydroxide), COC(C1=CC=C(C=C1)C(=O)N1CCN(CC1)C1=NC=CC=C1N)=O (4-[1-(3-Amino-2-pyridyl)piperazin-4-yl-carbonyl]benzoic acid methyl ester), C(#N)[BH3-].[Na+] (sodium cyanoborohydride). Run in C(C)(=O)O (acetic acid), CO (methanol), O (water). Run at temperature 0 celsius, time 30 minute. Product: COC(C1=CC=C(C=C1)C(=O)N1CCN(CC1)C1=NC=CC=C1NCC)=O (4-[1-[3-(ethylamino)-2-pyridyl]piperazin-4-yl-carbonyl]benzoic acid methyl ester). Yield: 81.0%. RXN SMILES: [CH3:1][O:2][C:3](=[O:25])[C:4]1[CH:9]=[CH:8][C:7]([C:10]([N:12]2[CH2:17][CH2:16][N:15]([C:18]3[C:23]([NH2:24])=[CH:22][CH:21]=[CH:20][N:19]=3)[CH2:14][CH2:13]2)=[O:11])=[CH:6][CH:5]=1.[CH:26](=O)[CH3:27].C([BH3-])#N.[Na+].[OH-].[Na+]>CO.O.C(O)(=O)C>[CH3:1][O:2][C:3](=[O:25])[C:4]1[CH:9]=[CH:8][C:7]([C:10]([N:12]2[CH2:13][CH2:14][N:15]([C:18]3[C:23]([NH:24][CH2:26][CH3:27])=[CH:22][CH:21]=[CH:20][N:19]=3)[CH2:16][CH2:17]2)=[O:11])=[CH:6][CH:5]=1 |f:2.3,4.5|. Reported procedure: 4-[1-(3-Amino-2-pyridyl)piperazin-4-yl-carbonyl]benzoic acid methyl ester (4 g) was dissolved in methanol (80 ml) and then, acetaldehyde (1.7 ml) and acetic acid (4 ml) were added at 0° C. The solution was stirred at 0° C. for 30 minutes. Then, with the addition of sodium cyanoborohydride (2.2 g), the solution was stirred at 0~5° C. for 2 hours. Excess of water was added gradually, and the solution was neutralized (pH=~8) by addition of aqueous 3N-sodium hydroxide. The mixture was stirred for 1 ... The reactants are CCO, CCN(C(C)C)C(C)C, Cn1ncc([N+](=O)[O-])c1Cl, CC(C)(C)OC(=O)NCCCN. Product: Cn1ncc([N+](=O)[O-])c1NCCCNC(=O)OC(C)(C)C. Reaction SMILES: [CH3:32][CH2:33][OH:34].[CH:23]([N:24]([CH2:25][CH3:26])[CH:27]([CH3:28])[CH3:29])([CH3:30])[CH3:31].[Cl:1][c:2]1[c:3]([N+:8](=[O:9])[O-:10])[cH:4][n:5][n:6]1[CH3:7].[NH2:11][CH2:12][CH2:13][CH2:14][NH:15][C:16]([O:17][C:18]([CH3:19])([CH3:20])[CH3:21])=[O:22]>>[c:2]1([NH:11][CH2:12][CH2:13][CH2:14][NH:15][C:16]([O:17][C:18]([CH3:19])([CH3:20])[CH3:21])=[O:22])[c:3]([N+:8](=[O:9])[O-:10])[cH:4][n:5][n:6]1[CH3:7].